This data is from the Open Reaction Database (ORD), a public repository of structured organic reaction records. The task is: describe an organic reaction: reactants, conditions, products, and yield Solvent: CO (methanol). Reactants: C(C)OC(=O)C1=CN=C2N1C=C(C=C2)Br (6-bromo-imidazo[1,2-a]pyridine-3-carboxylic acid ethyl ester), CN(CCN)C (N,N-dimethyl-ethane-1,2-diamine), ClCCl (dichloromethane). Reported procedure: Add 6-bromo-imidazo[1,2-a]pyridine-3-carboxylic acid ethyl ester (0.11 g, 0.41 mmol) to a sealed tube containing N,N-dimethyl-ethane-1,2-diamine (5 mL). Heat the reaction at 150° C. for 24 h. Flash chromatography using appropriate mixtures of dichloromethane/2M ammonia in methanol gives 0.14 g of the product as a yellow oil. This material is progressed further without characterization. MS ES− m/e 269.0, 311.0 (M−1). Yields the product CN(CCNC(=O)C1=CN=C2N1C=C(C=C2)Br)C (6-Bromo-imidazo[1,2-a]pyridine-3-carboxylic acid (2-dimethylamino-ethyl)-amide). RXN SMILES: C(O[C:4]([C:6]1[N:10]2[CH:11]=[C:12]([Br:15])[CH:13]=[CH:14][C:9]2=[N:8][CH:7]=1)=[O:5])C.[CH3:16][N:17]([CH3:21])[CH2:18][CH2:19][NH2:20].ClCCl>CO>[CH3:16][N:17]([CH3:21])[CH2:18][CH2:19][NH:20][C:4]([C:6]1[N:10]2[CH:11]=[C:12]([Br:15])[CH:13]=[CH:14][C:9]2=[N:8][CH:7]=1)=[O:5].